This data is from the Open Reaction Database (ORD), a public repository of structured organic reaction records. The task is: describe an organic reaction: reactants, conditions, products, and yield The reactants are NC1=CC=C(C(=O)OC)C=C1 (methyl 4-aminobenzoate), C(=O)(OC(C)(C)C)N1CCC(CC1)=O (1-Boc-4-piperidone). Yields the product C(C)(C)(C)OC(=O)N1CCC(CC1)NC1=CC=C(C=C1)C(=O)OC (4-(4-methoxycarbonyl-phenylamino)-piperidine-1-carboxylic acid tert-butyl ester). The yield is 76.6%. RXN SMILES: [NH2:1][C:2]1[CH:11]=[CH:10][C:5]([C:6]([O:8][CH3:9])=[O:7])=[CH:4][CH:3]=1.[C:12]([N:19]1[CH2:24][CH2:23][C:22](=O)[CH2:21][CH2:20]1)([O:14][C:15]([CH3:18])([CH3:17])[CH3:16])=[O:13]>>[C:15]([O:14][C:12]([N:19]1[CH2:24][CH2:23][CH:22]([NH:1][C:2]2[CH:3]=[CH:4][C:5]([C:6]([O:8][CH3:9])=[O:7])=[CH:10][CH:11]=2)[CH2:21][CH2:20]1)=[O:13])([CH3:18])([CH3:16])[CH3:17]. Reported procedure: Using general procedure A, methyl 4-aminobenzoate (380 mg, 2.51 mmol) and 1-Boc-4-piperidone (500 g, 2.51 mmol) afforded 4-(4-methoxycarbonyl-phenylamino)-piperidine-1-carboxylic acid tert-butyl ester (643 mg, 77%).